This data is from the Open Reaction Database (ORD), a public repository of structured organic reaction records. The task is: describe an organic reaction: reactants, conditions, products, and yield Starting materials: CC=1NC(=CN1)[N+](=O)[O-] (2-methyl-5-nitroimidazole), S(=O)(=O)(OC)OC (dimethyl sulfate). Run in C(=O)O (formic acid). Conditions: temperature 80 celsius. The product is CC=1NC(=CN1)[N+](=O)[O-] (2-methyl-5-nitroimidazole), CN1C(=NC=C1[N+](=O)[O-])C (1,2-dimethyl-5-nitroimidazole). RXN SMILES: [CH3:1][C:2]1[NH:3][C:4]([N+:7]([O-:9])=[O:8])=[CH:5][N:6]=1.S(OC)(O[CH3:14])(=O)=O>C(O)=O>[CH3:1][C:2]1[NH:3][C:4]([N+:7]([O-:9])=[O:8])=[CH:5][N:6]=1.[CH3:14][N:3]1[C:4]([N+:7]([O-:9])=[O:8])=[CH:5][N:6]=[C:2]1[CH3:1]. Reported procedure: 600 parts of formic acid (85%), 225 parts of 2-methyl-5-nitroimidazole and 250 parts of dimethyl sulfate are heated in a stirred vessel for 4 hours under reflux (80° C.). The formic acid is then distilled off in vacuo. The residue which remains is dissolved in 400 parts of water neutralized to pH 1.8 with aqueous ammonia solution and cooled to from 0° to +5° C. The unreacted 2-methyl-5-nitroimidazole is deposited and is centrifuged off. The mixture is then adjusted to pH 10 with aqueous ammonia ... The reactants are COC(=O)c1ccc(CC(C=Cc2ccccc2O)CCc2ccc(C#N)cc2)cc1, O=C([O-])[O-], CC#N, FC(F)(F)CCCCBr, [K+], [K+]. The product is COC(=O)c1ccc(CC(C=Cc2ccccc2OCCCCC(F)(F)F)CCc2ccc(C#N)cc2)cc1. RXN SMILES: [C:1](#[N:2])[c:3]1[cH:4][cH:5][c:6]([CH2:9][CH2:10][CH:11]([CH2:12][c:13]2[cH:14][cH:15][c:16]([C:17](=[O:18])[O:19][CH3:20])[cH:21][cH:22]2)[CH:23]=[CH:24][c:25]2[c:26]([OH:31])[cH:27][cH:28][cH:29][cH:30]2)[cH:7][cH:8]1.[C:32](=[O:33])([O-:34])[O-:35].[CH3:47][C:48]#[N:49].[F:38][C:39]([CH2:40][CH2:41][CH2:42][CH2:43][Br:44])([F:45])[F:46].[K+:36].[K+:37]>>[C:1](#[N:2])[c:3]1[cH:4][cH:5][c:6]([CH2:9][CH2:10][CH:11]([CH2:12][c:13]2[cH:14][cH:15][c:16]([C:17](=[O:18])[O:19][CH3:20])[cH:21][cH:22]2)[CH:23]=[CH:24][c:25]2[c:26]([O:31][CH2:43][CH2:42][CH2:41][CH2:40][C:39]([F:38])([F:45])[F:46])[cH:27][cH:28][cH:29][cH:30]2)[cH:7][cH:8]1. RXN SMILES: C([O:8][C:9]1[CH:14]=[CH:13][C:12]([C@@H:15]([O:54][Si:55]([C:58]([CH3:61])([CH3:60])[CH3:59])([CH3:57])[CH3:56])[CH2:16][NH:17][CH2:18][CH2:19][C:20]2[CH:25]=[CH:24][C:23]([O:26][CH2:27][CH2:28][CH2:29][CH2:30][C:31]3[CH:36]=[CH:35][C:34]([OH:37])=[C:33]([C@@H:38]([C:48]4[CH:53]=[CH:52][CH:51]=[CH:50][CH:49]=4)[CH2:39][CH2:40][N:41]([CH:45]([CH3:47])[CH3:46])[CH:42]([CH3:44])[CH3:43])[CH:32]=3)=[CH:22][CH:21]=2)=[CH:11][C:10]=1[NH:62][S:63]([CH3:66])(=[O:65])=[O:64])C1C=CC=CC=1.C([O-])=O.[NH4+]>C(O)C.[OH-].[Pd+2].[OH-]>[Si:55]([O:54][C@H:15]([C:12]1[CH:13]=[CH:14][C:9]([OH:8])=[C:10]([NH:62][S:63]([CH3:66])(=[O:64])=[O:65])[CH:11]=1)[CH2:16][NH:17][CH2:18][CH2:19][C:20]1[CH:21]=[CH:22][C:23]([O:26][CH2:27][CH2:28][CH2:29][CH2:30][C:31]2[CH:36]=[CH:35][C:34]([OH:37])=[C:33]([C@@H:38]([C:48]3[CH:49]=[CH:50][CH:51]=[CH:52][CH:53]=3)[CH2:39][CH2:40][N:41]([CH:45]([CH3:47])[CH3:46])[CH:42]([CH3:44])[CH3:43])[CH:32]=2)=[CH:24][CH:25]=1)([C:58]([CH3:61])([CH3:59])[CH3:60])([CH3:57])[CH3:56] |f:1.2,4.5.6|. Run in C(C)O (ethanol). Product: [Si](C)(C)(C(C)(C)C)O[C@@H](CNCCC1=CC=C(C=C1)OCCCCC1=CC(=C(C=C1)O)[C@H](CCN(C(C)C)C(C)C)C1=CC=CC=C1)C=1C=CC(=C(C1)NS(=O)(=O)C)O (N-{5-[(1R)-1-{[tert-Butyl(dimethyl)silyl]oxy}-2-({2-[4-(4-{3-[(1R)-3-(diisopropylamino)-1-phenylpropyl]-4-hydroxyphenyl}butoxy)phenyl]ethyl}amino)ethyl]-2-hydroxyphenyl}methanesulfonamide). Reagents/catalysts: [OH-].[Pd+2].[OH-] (palladium hydroxide). Run at temperature 80 celsius, time 1 hour. Procedure: N-{2-(benzyloxy)-5-[(1R)-1-{[tert-butyl(dimethyl)silyl]oxy}-2-({2-[4-(4-{3-[(1R)-3-(diisopropylamino)-1-phenylpropyl]-4-hydroxyphenyl}butoxy)phenyl]ethyl}amino)ethyl]phenyl}methanesulfonamide (Preparation 14, 200 mg, 0.2 mmol), and palladium hydroxide (20% by weight on carbon, 50 mg, 0.07 mmol) were dissolved in ethanol (5 ml), then ammonium formate (74 mg, 1.2 mmol) was added and heated to 80° C. for 5 minutes then stirred at 75° C. for 1 hour. Reaction was cooled to room temperature and the mi... The reactants are C(C1=CC=CC=C1)OC1=C(C=C(C=C1)[C@H](CNCCC1=CC=C(C=C1)OCCCCC1=CC(=C(C=C1)O)[C@H](CCN(C(C)C)C(C)C)C1=CC=CC=C1)O[Si](C)(C)C(C)(C)C)NS(=O)(=O)C (N-{2-(benzyloxy)-5-[(1R)-1-{[tert-butyl(dimethyl)silyl]oxy}-2-({2-[4-(4-{3-[(1R)-3-(diisopropylamino)-1-phenylpropyl]-4-hydroxyphenyl}butoxy)phenyl]ethyl}amino)ethyl]phenyl}methanesulfonamide), C(=O)[O-].[NH4+] (ammonium formate). The reactants are O=C([O-])[O-], CN(C)C=O, ClC(Cl)Cl, Cc1nsc(NC(=O)c2nc(Cl)ccc2Cl)n1, Cl, [K+], [K+], O, Oc1ccc(S)cc1. Yields the product Cc1nsc(NC(=O)c2nc(Cl)ccc2Sc2ccc(O)cc2)n1. Reaction SMILES: [C:9](=[O:10])([O-:11])[O-:12].[CH3:38][N:39]([CH3:40])[CH:41]=[O:42].[CH:34]([Cl:35])([Cl:36])[Cl:37].[Cl:15][c:16]1[c:17]([C:23](=[O:24])[NH:25][c:26]2[n:27][c:28]([CH3:31])[n:29][s:30]2)[n:18][c:19]([Cl:22])[cH:20][cH:21]1.[ClH:32].[K+:13].[K+:14].[OH2:33].[OH:1][c:2]1[cH:3][cH:4][c:5]([SH:8])[cH:6][cH:7]1>>[OH:1][c:2]1[cH:3][cH:4][c:5]([S:8][c:16]2[c:17]([C:23](=[O:24])[NH:25][c:26]3[n:27][c:28]([CH3:31])[n:29][s:30]3)[n:18][c:19]([Cl:22])[cH:20][cH:21]2)[cH:6][cH:7]1. Starting materials: 51, C(C)O (ethanol), C(C)OC(CCl)=O (chloroacetic acid ethyl ester), CC[O-].[Na+] (sodium ethylate). Yields the product C(C)OC(CC(=O)OCC)=O (malonic acid diethyl ester), C(C)OC(CCl)=O (chloroacetic acid ethyl ester). As a reaction SMILES: [CH2:1]([O:3][C:4](=[O:7])[CH2:5][Cl:6])[CH3:2].[CH3:8][CH2:9][O-:10].[Na+].[CH2:12]([OH:14])C>>[CH2:1]([O:3][C:4](=[O:7])[CH2:5][C:12]([O:10][CH2:9][CH3:8])=[O:14])[CH3:2].[CH2:1]([O:3][C:4](=[O:7])[CH2:5][Cl:6])[CH3:2] |f:1.2|. Procedure details: As in Example 1, but in a pressure vessel with a capacity of 18 liters equipped with a pH measuring system, 3.06 kg (25 moles) of chloroacetic acid ethyl ester, 1 liter of ethanol and 125 g of Co2 (CO)8 are combined at 5 at. CO. At a reaction temperature of 55° C., 7.03 kg of 21.9% sodium ethylate (22.6 moles) is pumped in over a period of 51/2 hours, at a pH of 7.0. 3.43 kg of malonic acid diethyl ester is obtained (yield 95%) plus 290 g of chloroacetic acid ethyl ester.